Dataset: the Open Reaction Database (ORD), a public repository of structured organic reaction records. Task: describe an organic reaction: reactants, conditions, products, and yield Starting materials: O (H2O), S(=O)(=O)(C)Cl (Mesyl chloride), IC1=C(CO)C=C(C=C1I)I (2,3,5-triiodobenzyl alcohol), C(C)(C)N(CC)C(C)C (diisopropylethylamine). The solvent is ClCCl (dichloromethane). Run at temperature 0 celsius. Yields the product S(C)(=O)(=O)OCC1=C(C(=CC(=C1)I)I)I (2,3,5-triiodobenzyl mesylate). The yield is 84.0%. As a reaction SMILES: [S:1](Cl)([CH3:4])(=[O:3])=[O:2].[I:6][C:7]1[C:14]([I:15])=[CH:13][C:12]([I:16])=[CH:11][C:8]=1[CH2:9][OH:10].C(N(C(C)C)CC)(C)C.O>ClCCl>[S:1]([O:10][CH2:9][C:8]1[CH:11]=[C:12]([I:16])[CH:13]=[C:14]([I:15])[C:7]=1[I:6])(=[O:3])(=[O:2])[CH3:4]. Procedure: Mesyl chloride (0.6 ml, 8 mmol) was added dropwise to a suspension of 2,3,5-triiodobenzyl alcohol 1 (1.94 g, 4 mmol) in dry dichloromethane (30 ml) containing diisopropylethylamine (1.4 ml, 8 mmol) at 0° C. under dry nitrogen gas flow. The reaction mixture was stirred 1 h15 at 0° C., then cold H2O (40 ml) was added. The resulting aqueous phase was extracted with dichloromethane (10 ml). The combined organic extracts were washed with H2O (8 ml) then dried (Na2SO4), filtered and concentrated. The ... Starting materials: C(C)(C)(C)OC(=O)N1CCC(CC1)C1=C(C=CC(=C1)F)C1=CC(CC(C1)(C)C)(C)C (4-[5-fluoro-2-(3,3,5,5-tetramethylcyclohex-1-enyl)phenyl]piperidine-1-carboxylic acid t-butyl ester), FC(C(=O)O)(F)F (trifluoroacetic acid). Run in ClCCl (dichloromethane). Conditions: time 30 minute. Product: FC=1C=CC(=C(C1)C1CCNCC1)C1=CC(CC(C1)(C)C)(C)C (4-[5-Fluoro-2-(3,3,5,5-tetramethylcyclohex-1-enyl)phenyl]piperidine). The yield is 118.2%. As a reaction SMILES: C(OC([N:8]1[CH2:13][CH2:12][CH:11]([C:14]2[CH:19]=[C:18]([F:20])[CH:17]=[CH:16][C:15]=2[C:21]2[CH2:26][C:25]([CH3:28])([CH3:27])[CH2:24][C:23]([CH3:30])([CH3:29])[CH:22]=2)[CH2:10][CH2:9]1)=O)(C)(C)C.FC(F)(F)C(O)=O>ClCCl>[F:20][C:18]1[CH:17]=[CH:16][C:15]([C:21]2[CH2:26][C:25]([CH3:28])([CH3:27])[CH2:24][C:23]([CH3:30])([CH3:29])[CH:22]=2)=[C:14]([CH:11]2[CH2:10][CH2:9][NH:8][CH2:13][CH2:12]2)[CH:19]=1. Procedure: To a solution of 4-[5-fluoro-2-(3,3,5,5-tetramethylcyclohex-1-enyl)phenyl]piperidine-1-carboxylic acid t-butyl ester (245 mg, 0.59 mmol) produced in Example (106f) in dichloromethane (3 mL) was added trifluoroacetic acid (3 mL), followed by stirring for 30 minutes at room temperature. The reaction mixture was concentrated under reduced pressure, and then saturated aqueous solution of sodium hydrogencarbonate was added to the obtained residue and extraction was performed with ethyl acetate. The o... The reactants are FC1=C(C=CC=2N(CCCC(C21)=O)C(=O)OC(C)C)C (isopropyl 6-fluoro-7-methyl-5-oxo-2,3,4,5-tetrahydrobenzo[b]azepine-1-carboxylate), COC(=O)C=1C=C2CCCC2=CC1N (6-Amino-indan-5-carboxylic acid methyl ester). The product is C(C)(C)OC(=O)N1CCCC(C2=CC=3CCCC3C=C21)=O (9-Oxo-2,3,6,7,8,9-hexahydro-1H-5-aza-cyclohepta[f]indene-5-carboxylic acid isopropyl ester). RXN SMILES: F[C:2]1[C:12]2[C:11](=[O:13])[CH2:10][CH2:9][CH2:8][N:7]([C:14]([O:16][CH:17]([CH3:19])[CH3:18])=[O:15])[C:6]=2[CH:5]=[CH:4][C:3]=1[CH3:20].CO[C:23]([C:25]1C=C2C(=CC=1N)CCC2)=O>>[CH:17]([O:16][C:14]([N:7]1[C:6]2[C:12](=[CH:2][C:3]3[CH2:20][CH2:23][CH2:25][C:4]=3[CH:5]=2)[C:11](=[O:13])[CH2:10][CH2:9][CH2:8]1)=[O:15])([CH3:19])[CH3:18]. Procedure details: The titled compound was prepared following the procedure described for the preparation of isopropyl 6-fluoro-7-methyl-5-oxo-2,3,4,5-tetrahydrobenzo[b]azepine-1-carboxylate (example 132, from step 3 to 5) by replacing methyl 2-amino-6-fluoro-5-methylbenzoate with 6-Amino-indan-5-carboxylic acid methyl ester in example 132 step 3. MS (ES+): 288 (M+H). The reactants are ClC(C(C(=O)OCC)=O)C(CC)=O (ethyl 3-chloro-2,4-dioxohexanoate), ClC=1C=C(C=C(C1)Cl)S (3,5-dichlorothiophenol), C([O-])([O-])=O.[K+].[K+] (potassium carbonate), [I-].[Na+] (sodium iodide). Product: ClC=1C=C(C=C(C1)Cl)SC(C(C(=O)OCC)=O)C(CC)=O (Ethyl 3-[(3,5-dichlorophenyl)sulfanyl]-2,4-dioxohexanoate). Reaction SMILES: Cl[CH:2]([C:10](=[O:13])[CH2:11][CH3:12])[C:3](=[O:9])[C:4]([O:6][CH2:7][CH3:8])=[O:5].[Cl:14][C:15]1[CH:16]=[C:17]([SH:22])[CH:18]=[C:19]([Cl:21])[CH:20]=1.C(=O)([O-])[O-].[K+].[K+].[I-].[Na+]>CC(C)=O.O>[Cl:14][C:15]1[CH:16]=[C:17]([S:22][CH:2]([C:10](=[O:13])[CH2:11][CH3:12])[C:3](=[O:9])[C:4]([O:6][CH2:7][CH3:8])=[O:5])[CH:18]=[C:19]([Cl:21])[CH:20]=1 |f:2.3.4,5.6|. Solvent: O (water), CC(=O)C (acetone). Procedure: A solution of ethyl 3-chloro-2,4-dioxohexanoate (EP117082 A2) (7.10 g, 34.4 mmol) in acetone (175 ml) was treated with 3,5-dichlorothiophenol (6.16 g, 34.4 mmol), potassium carbonate (5.22 g, 37.8 mmol) and sodium iodide (5.16 g, 34.4 mmol) and the resulting mixture was stirred at room temperature for 18 hours. The reaction mixture was diluted with water (70 ml) and concentrated under reduced pressure. The residue was diluted with 2M aqueous hydrochloric acid (70 ml) and extracted with dichlorom... Reaction conditions: time 18 hour. The yield is 102.4%. Reactants: CCO, O=C(c1ccc(Cl)cc1)c1ccc(CBr)cc1, [Na+], [OH-], Cc1noc2nc(S)n(C)c(=O)c12. Product: Cc1noc2nc(SCc3ccc(C(=O)c4ccc(Cl)cc4)cc3)n(C)c(=O)c12. Reaction SMILES: [CH3:33][CH2:34][OH:35].[Cl:16][c:17]1[cH:18][cH:19][c:20]([C:21](=[O:22])[c:23]2[cH:24][cH:25][c:26]([CH2:27][Br:28])[cH:29][cH:30]2)[cH:31][cH:32]1.[Na+:15].[OH-:14].[SH:1][c:2]1[n:3]([CH3:13])[c:4](=[O:12])[c:5]2[c:6]([n:7]1)[o:8][n:9][c:10]2[CH3:11]>>[S:1]([c:2]1[n:3]([CH3:13])[c:4](=[O:12])[c:5]2[c:6]([n:7]1)[o:8][n:9][c:10]2[CH3:11])[CH2:27][c:26]1[cH:25][cH:24][c:23]([C:21]([c:20]2[cH:19][cH:18][c:17]([Cl:16])[cH:32][cH:31]2)=[O:22])[cH:30][cH:29]1. Reactants: ClC1=C(C(=[N+](C=C1)[O-])C)C (4-chloro-2,3-dimethylpyridine-N-oxide), C(C)(=O)OC(C)=O (acetic anhydride). Conditions: temperature 110 celsius. Yields the product ClC1=C(C(=NC=C1)CO)C (4-chloro-2-hydroxymethyl-3-methylpyridine). RXN SMILES: [Cl:1][C:2]1[CH:7]=[CH:6][N+:5]([O-])=[C:4]([CH3:9])[C:3]=1[CH3:10].C(OC(=O)C)(=[O:13])C>>[Cl:1][C:2]1[CH:7]=[CH:6][N:5]=[C:4]([CH2:9][OH:13])[C:3]=1[CH3:10]. Procedure: 50 ml of acetic anhydride was added to 5.63 g of 4-chloro-2,3-dimethylpyridine-N-oxide (VI) and the resulting mixture was heated at 110° C. for 1 hour. The solvent was distilled off under reduced pressure and water was added thereto and the resulting mixture was extracted with ether. The resulting organic layer was washed with water and dried over anhydrous sodium sulfate and the solvent was distilled off under reduced pressure. The resulting residue was dissolved in 90% ethanol, and 2.10 g of s... Yields the product CC1=C(C=CC(=C1)N1C[C@H](CC1)CN1[C@H](CCC1)C)NC(=O)C1=COC=C1 ((2S,3R)-Furan-3-carboxylic acid {2-methyl-4-[3-(2-methyl-pyrrolidin-1-yl-methyl)-pyrrolidin-1-yl]-phenyl}-amide). As a reaction SMILES: [CH3:1][C:2]1[CH:7]=[C:6]([N:8]2[CH2:12][CH2:11][C@H:10]([CH2:13][N:14]3[CH2:18][CH2:17][CH2:16][C@@H:15]3[CH3:19])[CH2:9]2)[CH:5]=[CH:4][C:3]=1[NH2:20].[O:21]1[CH:25]=[CH:24][C:23]([C:26](Cl)=[O:27])=[CH:22]1>>[CH3:1][C:2]1[CH:7]=[C:6]([N:8]2[CH2:12][CH2:11][C@H:10]([CH2:13][N:14]3[CH2:18][CH2:17][CH2:16][C@@H:15]3[CH3:19])[CH2:9]2)[CH:5]=[CH:4][C:3]=1[NH:20][C:26]([C:23]1[CH:24]=[CH:25][O:21][CH:22]=1)=[O:27]. The yield is 35.0%. Procedure details: The title compound was prepared in a manner substantially the same as example 20 by coupling (2S,3R)-2-methyl-4-[3-(2-methyl-pyrrolidin-1-yl-methyl)-pyrrolidin-1-yl]-phenylamine with 3-furoyl chloride in 35% yield. The reactants are CC1=C(C=CC(=C1)N1C[C@H](CC1)CN1[C@H](CCC1)C)N ((2S,3R)-2-methyl-4-[3-(2-methyl-pyrrolidin-1-yl-methyl)-pyrrolidin-1-yl]-phenylamine), O1C=C(C=C1)C(=O)Cl (3-furoyl chloride). Starting materials: COC(=O)C(Br)c1ccc(OCC(C)Oc2ccc(F)cc2)cc1, CC(C)c1ccc(O)cc1, C1CCOC1. Yields the product COC(=O)C(Oc1ccc(C(C)C)cc1)c1ccc(OCC(C)Oc2ccc(F)cc2)cc1. Reaction SMILES: [Br:1][CH:2]([C:3](=[O:4])[O:5][CH3:6])[c:7]1[cH:8][cH:9][c:10]([O:13][CH2:14][CH:15]([CH3:16])[O:17][c:18]2[cH:19][cH:20][c:21]([F:24])[cH:22][cH:23]2)[cH:11][cH:12]1.[CH:25]([CH3:26])([CH3:27])[c:28]1[cH:29][cH:30][c:31]([OH:34])[cH:32][cH:33]1.[O:35]1[CH2:36][CH2:37][CH2:38][CH2:39]1>>[CH:2]([C:3](=[O:4])[O:5][CH3:6])([c:7]1[cH:8][cH:9][c:10]([O:13][CH2:14][CH:15]([CH3:16])[O:17][c:18]2[cH:19][cH:20][c:21]([F:24])[cH:22][cH:23]2)[cH:11][cH:12]1)[O:34][c:31]1[cH:30][cH:29][c:28]([CH:25]([CH3:26])[CH3:27])[cH:33][cH:32]1.